Dataset: the Open Reaction Database (ORD), a public repository of structured organic reaction records. Task: describe an organic reaction: reactants, conditions, products, and yield Starting materials: S(=O)=O (sulfur dioxide), S(=O)([O-])[O-].[Na+].[Na+] (sodium sulfite). Run in CO (methanol), CO (methanol). Reaction conditions: time 1 hour. Yields the product S(=O)(=O)([O-])S(=O)[O-].[Na+].[Na+] (sodium pyrosulfite). As a reaction SMILES: [S:1]([O-:4])([O-:3])=[O:2].[Na+:5].[Na+].[S:7](=[O:9])=[O:8]>CO>[S:1]([S:7]([O-:9])=[O:8])([O-:4])(=[O:3])=[O:2].[Na+:5].[Na+:5] |f:0.1.2,5.6.7|. Procedure: To 16.6 g. (132 mm.) of sodium sulfite was added 100 ml. of methanol, and then a solution of sulfur dioxide (8.3 g., 130 mm.) in methanol with stirring at room temperature. After stirring for one hour, the reaction mixture was allowed to stand still and after 24 hours, the supernatant portion was removed and thereby, a methanol suspension containing 0.89 moles/l. of sodium pyrosulfite was obtained. Starting materials: BrC=1C=C(C#N)C=CC1O (3-bromo-4-hydroxybenzonitrile), S1C=C(C=C1)CCO (2-(3-thienyl)ethanol), C1(=CC=CC=C1)P(C1=CC=CC=C1)C1=CC=CC=C1 (triphenyl phosphine), CCOC(=O)/N=N/C(=O)OCC (diethylazodicarboxylate). Run in C1CCOC1 (THF), C(C)OCC (diethyl ether). Reaction conditions: temperature 0 celsius, time 16 hour. The product is BrC=1C=C(C#N)C=CC1OCCC1=CSC=C1 (3-bromo-4-(2-thiophen-3-yl-ethoxy)-benzonitrile). RXN SMILES: [Br:1][C:2]1[CH:3]=[C:4]([CH:7]=[CH:8][C:9]=1[OH:10])[C:5]#[N:6].[S:11]1[CH:15]=[CH:14][C:13]([CH2:16][CH2:17]O)=[CH:12]1.C1(P(C2C=CC=CC=2)C2C=CC=CC=2)C=CC=CC=1.CCOC(/N=N/C(OCC)=O)=O>C1COCC1.C(OCC)C>[Br:1][C:2]1[CH:3]=[C:4]([CH:7]=[CH:8][C:9]=1[O:10][CH2:17][CH2:16][C:13]1[CH:14]=[CH:15][S:11][CH:12]=1)[C:5]#[N:6]. Procedure details: To a solution of 3-bromo-4-hydroxybenzonitrile (15.0 g) in THF (100 mL) was added 2-(3-thienyl)ethanol (7.94 mL) and triphenyl phosphine (19.84 g). The reaction was cooled to 0° C. and diethylazodicarboxylate (11.92 mL) was added dropwise. The reaction was stirred at room temperature for 16 h. The solvent was then reduced in vacuo and the residue redissolved in diethyl ether (100 mL) The mixture was stirred at 0° C. for 10 min and then filtered. The filtrate was washed with aqueous sodium carbon... The reactants are O=C([O-])[O-], C1CCOC1, [K+], [K+], COC(=O)c1ccc(C)c(-n2ccc3ccc(O)cc3c2=O)c1, O=S(=O)(Nc1ccccc1)C(F)(F)F. Product: COC(=O)c1ccc(C)c(-n2ccc3ccc(OS(=O)(=O)C(F)(F)F)cc3c2=O)c1. As a reaction SMILES: [C:38](=[O:39])([O-:40])[O-:41].[CH2:44]1[O:45][CH2:46][CH2:47][CH2:48]1.[K+:42].[K+:43].[OH:1][c:2]1[cH:3][cH:4][c:5]2[cH:6][cH:7][n:8](-[c:13]3[cH:14][c:15]([C:16](=[O:17])[O:18][CH3:19])[cH:20][cH:21][c:22]3[CH3:23])[c:9](=[O:12])[c:10]2[cH:11]1.[c:24]1([NH:25][S:31](=[O:32])(=[O:33])[C:34]([F:35])([F:36])[F:37])[cH:26][cH:27][cH:28][cH:29][cH:30]1>>[O:1]([c:2]1[cH:3][cH:4][c:5]2[cH:6][cH:7][n:8](-[c:13]3[cH:14][c:15]([C:16](=[O:17])[O:18][CH3:19])[cH:20][cH:21][c:22]3[CH3:23])[c:9](=[O:12])[c:10]2[cH:11]1)[S:31](=[O:32])(=[O:33])[C:34]([F:35])([F:36])[F:37]. Reactants: [K+], CCCC1CCC(C2CCC(O)(c3cccc(F)c3)CC2)CC1, O=S(=O)([O-])O. Product: CCCC1CCC(C2CC=C(c3cccc(F)c3)CC2)CC1. RXN SMILES: [K+:6].[OH:7][C:8]1([c:23]2[cH:24][c:25]([F:29])[cH:26][cH:27][cH:28]2)[CH2:9][CH2:10][CH:11]([CH:14]2[CH2:15][CH2:16][CH:17]([CH2:20][CH2:21][CH3:22])[CH2:18][CH2:19]2)[CH2:12][CH2:13]1.[S:1]([O-:2])([OH:3])(=[O:4])=[O:5]>>[C:8]1([c:23]2[cH:24][c:25]([F:29])[cH:26][cH:27][cH:28]2)=[CH:9][CH2:10][CH:11]([CH:14]2[CH2:15][CH2:16][CH:17]([CH2:20][CH2:21][CH3:22])[CH2:18][CH2:19]2)[CH2:12][CH2:13]1. Yield: 97.0%. Reaction SMILES: [I:1]I.[CH2:3]([S:10]/[C:11](/[Sn](C1C=CC=CC=1)(C1C=CC=CC=1)C1C=CC=CC=1)=[CH:12]\[CH:13]=[C:14](/[S:34][CH2:35][C:36]1[CH:41]=[CH:40][CH:39]=[CH:38][CH:37]=1)\[Sn:15]([C:28]1[CH:33]=[CH:32][CH:31]=[CH:30][CH:29]=1)([C:22]1[CH:27]=[CH:26][CH:25]=[CH:24][CH:23]=1)[C:16]1[CH:21]=[CH:20][CH:19]=[CH:18][CH:17]=1)[C:4]1[CH:9]=[CH:8][CH:7]=[CH:6][CH:5]=1>C(Cl)Cl>[CH2:3]([S:10]/[C:11](/[I:1])=[CH:12]\[CH:13]=[C:14](/[S:34][CH2:35][C:36]1[CH:41]=[CH:40][CH:39]=[CH:38][CH:37]=1)\[Sn:15]([C:28]1[CH:33]=[CH:32][CH:31]=[CH:30][CH:29]=1)([C:22]1[CH:27]=[CH:26][CH:25]=[CH:24][CH:23]=1)[C:16]1[CH:21]=[CH:20][CH:19]=[CH:18][CH:17]=1)[C:4]1[CH:9]=[CH:8][CH:7]=[CH:6][CH:5]=1. Run in C(Cl)Cl (CH2Cl2), C(Cl)Cl (CH2Cl2), hexanes, C(Cl)Cl (CH2Cl2). Yields the product C(C1=CC=CC=C1)S/C(=C\C=C(\[Sn](C1=CC=CC=C1)(C1=CC=CC=C1)C1=CC=CC=C1)/SCC1=CC=CC=C1)/I ((E,E)-1,4-Bis(benzylthio)-1-iodo-4-triphenylstannyl-1,3-butadiene). Procedure: Iodine (56 mg, 0.22 mmol) in CH2Cl2 (10 mL) was added over a period of 2 h at 0° C. to 4 (200 mg, 0.20 mmol) in CH2Cl2 (20 mL) under argon. Analysis by TLC (1:2 CH2Cl2 :hexanes) indicated the disappearance of 4. The solution was slowly warmed to room temperature and then washed with NaHSO3 (2×25 mL) and KF solution (1×25 mL), dried (MgSO4), concentrated in vacuo and the residue purified by flash column chromatography (1:6 CH2Cl2 :hexanes) to afford 5 as a pale yellow oil (0.15 g, yield 97%): 1H ... Reactants: II (Iodine), C(C1=CC=CC=C1)S/C(=C\C=C(\[Sn](C1=CC=CC=C1)(C1=CC=CC=C1)C1=CC=CC=C1)/SCC1=CC=CC=C1)/[Sn](C1=CC=CC=C1)(C1=CC=CC=C1)C1=CC=CC=C1 ((E,E)-1,4-bis(benzylthio)-1,4-bis(triphenylstannyl)-1,3-butadiene). Reactants: N1CCNCC1 (piperazine), Cl (hydrochloride), NC=1N=C(C2=C(N1)CCCS2)Cl (2-amino-4-chloro-7,8-dihydro-6H-thiopyrano[3,2-d]pyrimidine), Cl (hydrochloride). The solvent is C1=CC=CC=C1 (benzene), CO (methanol). Yields the product NC=1N=C(C2=C(N1)CCCS2)N2CCNCC2 (2-amino-4-piperazino-7,8-dihydro-6H-thiopyrano[3,2-d]pyrimidine). Yield: 80.2%. As a reaction SMILES: [NH2:1][C:2]1[N:3]=[C:4](Cl)[C:5]2[S:11][CH2:10][CH2:9][CH2:8][C:6]=2[N:7]=1.[NH:13]1[CH2:18][CH2:17][NH:16][CH2:15][CH2:14]1.Cl>C1C=CC=CC=1.CO>[NH2:1][C:2]1[N:3]=[C:4]([N:13]2[CH2:18][CH2:17][NH:16][CH2:15][CH2:14]2)[C:5]2[S:11][CH2:10][CH2:9][CH2:8][C:6]=2[N:7]=1. Reported procedure: 11 g of 2-amino-4-chloro-7,8-dihydro-6H-thiopyrano[3,2-d]pyrimidine was dissolved in 150 ml of benzene and 30 g of anhydrous piperazine was added thereto while hot. After heating for 3 hours, the mixture was concentrated under reduced pressure and water was added thereto. The mixture was rendered alkaline with potassium carbonate and extracted with chloroform. The organic layer was dried over magnesium sulfate and the solvent was distilled off to obtain crystals. The resulting crystals were conv... The reactants are CCOC(CCCN)OCC, CCOC(=O)Cl, ClCCl, O, c1ccncc1. Yields the product CCOC(=O)NCCCC(OCC)OCC. RXN SMILES: [CH2:7]([CH3:8])[O:9][CH:10]([CH2:11][CH2:12][CH2:13][NH2:14])[O:15][CH2:16][CH3:17].[Cl:1][C:2](=[O:3])[O:4][CH2:5][CH3:6].[Cl:25][CH2:26][Cl:27].[OH2:24].[cH:18]1[cH:19][cH:20][n:21][cH:22][cH:23]1>>[C:2](=[O:3])([O:4][CH2:5][CH3:6])[NH:14][CH2:13][CH2:12][CH2:11][CH:10]([O:9][CH2:7][CH3:8])[O:15][CH2:16][CH3:17]. Reactants: FC=1C(=CNC1C=1C(=NC=CC1)F)CN(C(OC(C)(C)C)=O)C (tert-butyl {[4-fluoro-5-(2-fluoropyridin-3-yl)-1H-pyrrol-3-yl]methyl}methylcarbamate), C1COCCOCCOCCOCCO1 (15-crown-5), CC1=NN=C(O1)C=1C=C(C=CC1)S(=O)(=O)Cl (3-(5-methyl-1,3,4-oxadiazol-2-yl)benzenesulfonyl chloride), [H-].[Na+] (sodium hydride). The solvent is O1CCCC1 (tetrahydrofuran), O1CCCC1 (tetrahydrofuran), O (water). Reaction conditions: time 2 hour. The product is FC=1C(=CN(C1C=1C(=NC=CC1)F)S(=O)(=O)C1=CC(=CC=C1)C=1OC(=NN1)C)CN(C(OC(C)(C)C)=O)C (tert-butyl [(4-fluoro-5-(2-fluoropyridin-3-yl)-1-{[3-(5-methyl-1,3,4-oxadiazol-2-yl)phenyl]sulfonyl}-1H-pyrrol-3-yl)methyl]methylcarbamate). The yield is 51.9%. Reaction SMILES: [H-].[Na+].[F:3][C:4]1[C:5]([CH2:16][N:17]([CH3:25])[C:18](=[O:24])[O:19][C:20]([CH3:23])([CH3:22])[CH3:21])=[CH:6][NH:7][C:8]=1[C:9]1[C:10]([F:15])=[N:11][CH:12]=[CH:13][CH:14]=1.C1OCCOCCOCCOCCOC1.[CH3:41][C:42]1[O:46][C:45]([C:47]2[CH:48]=[C:49]([S:53](Cl)(=[O:55])=[O:54])[CH:50]=[CH:51][CH:52]=2)=[N:44][N:43]=1>O1CCCC1.O>[F:3][C:4]1[C:5]([CH2:16][N:17]([CH3:25])[C:18](=[O:24])[O:19][C:20]([CH3:21])([CH3:22])[CH3:23])=[CH:6][N:7]([S:53]([C:49]2[CH:50]=[CH:51][CH:52]=[C:47]([C:45]3[O:46][C:42]([CH3:41])=[N:43][N:44]=3)[CH:48]=2)(=[O:55])=[O:54])[C:8]=1[C:9]1[C:10]([F:15])=[N:11][CH:12]=[CH:13][CH:14]=1 |f:0.1|. Procedure: To a suspension of sodium hydride (60% in oil, 18 mg) in tetrahydrofuran (0.5 mL) were added dropwise a solution of tert-butyl {[4-fluoro-5-(2-fluoropyridin-3-yl)-1H-pyrrol-3-yl]methyl}methylcarbamate (97 mg) in tetrahydrofuran (0.5 mL), 15-crown-5 (100 mg) and 3-(5-methyl-1,3,4-oxadiazol-2-yl)benzenesulfonyl chloride (85 mg) under ice-cooling and the mixture was stirred for 2 hr. The reaction mixture was diluted with water, and extracted with ethyl acetate. The separated aqueous layer was extra... Starting materials: Cl (hydrochloric acid), C(C)OC(C[C@@H]1C2=C(B(O1)O)C=C(C=C2C)O)=O ((3R)-(1,6-dihydroxy-4-methyl-1,3-dihydro-benzo[c][1,2]oxaborol-3-yl)-acetic acid ethyl ester), [Li+].[OH-] (LiOH). Solvent: C1CCOC1 (THF), O (water). Run at time 1.5 hour. Product: OB1O[C@@H](C2=C1C=C(C=C2C)O)CC(=O)O ((3R)-(1,6-Dihydroxy-4-methyl-1,3-dihydro-benzo[c][1,2]oxaborol-3-yl)-acetic acid). Reaction SMILES: C([O:3][C:4](=[O:18])[CH2:5][C@H:6]1[O:10][B:9]([OH:11])[C:8]2[CH:12]=[C:13]([OH:17])[CH:14]=[C:15]([CH3:16])[C:7]1=2)C.[Li+].[OH-].Cl>C1COCC1.O>[OH:11][B:9]1[C:8]2[CH:12]=[C:13]([OH:17])[CH:14]=[C:15]([CH3:16])[C:7]=2[C@@H:6]([CH2:5][C:4]([OH:18])=[O:3])[O:10]1 |f:1.2|. Procedure: To a solution of (3R)-(1,6-dihydroxy-4-methyl-1,3-dihydro-benzo[c][1,2]oxaborol-3-yl)-acetic acid ethyl ester (1.00 g, 4.00 mmol) in THF (9 mL) was added a solution of LiOH (0.479 g, 20.0 mmol) in water (8 mL) at 0° C. The resulting mixture was stirred at room temperature for 1.5 hours then acidified to pH=2 with dilute hydrochloric acid and concentrated in vacuo. The residue was purified by silica gel flash column chromatography (DCM/MeOH/AcOH=20:1:trace) to give pure product as a white powder ...